This data is from the Open Reaction Database (ORD), a public repository of structured organic reaction records. The task is: describe an organic reaction: reactants, conditions, products, and yield Reactants: C1(=CC=CC=C1)N=C=O (phenyl isocyanate), S(O)(O)(=O)=O (sulfuric acid). Product: S(=O)(C1=CC=C(C=C1)N)(=O)O (sulfanilic acid). Reaction SMILES: [C:1]1([N:7]=C=O)[CH:6]=[CH:5][CH:4]=[CH:3][CH:2]=1.[S:10](=O)(=[O:13])([OH:12])[OH:11]>>[S:10]([OH:13])(=[O:12])([C:4]1[CH:5]=[CH:6][C:1]([NH2:7])=[CH:2][CH:3]=1)=[O:11]. Reported procedure: The reaction of phenyl isocyanate with sulfuric acid is reported by Bieber [J. Am. Chem. Soc. 75, 1405 (1953)] to give sulfanilic acid. ##SPC1## Procedure: Intermediate 2C was prepared as described above for the preparation of intermediate 2B from 4.61 g of thiobenzamide, 5.0 g of ethyl 3-bromo-2-oxo-pentanoate, and 14 mL of toluene. Solids were collected and washed with cold water after cooling of the NaOH solution. Heating these solids with citric acid as described followed by cooling and isolation of the resulting solids gave 3.74 g (72% yield) of intermediate 2C; 1H NMR (CDCl3, 300 MHz) δ7913-7.91 (m, 2H), 7.51-7.50 (m, 3H), 3.39 (q, 2H, J=7.8)... The solvent is C1(=CC=CC=C1)C (toluene). Starting materials: intermediate 2B, C(C1=CC=CC=C1)(=S)N (thiobenzamide), BrC(C(C(=O)OCC)=O)CC (ethyl 3-bromo-2-oxo-pentanoate). Yields the product C(C)C1=C(N=C(S1)C1=CC=CC=C1)C(=O)O (5-ethyl-2-phenyl-1,3-thiazole4carboxylic acid), intermediate 2C. Isolated yield 72.0%. RXN SMILES: [C:1]([NH2:9])(=[S:8])[C:2]1[CH:7]=[CH:6][CH:5]=[CH:4][CH:3]=1.Br[CH:11]([CH2:19][CH3:20])[C:12](=O)[C:13]([O:15]CC)=[O:14]>C1(C)C=CC=CC=1>[CH2:19]([C:11]1[S:8][C:1]([C:2]2[CH:7]=[CH:6][CH:5]=[CH:4][CH:3]=2)=[N:9][C:12]=1[C:13]([OH:15])=[O:14])[CH3:20]. The reactants are C([O-])([O-])=O.[K+].[K+] (potassium carbonate), C(=O)O (formic acid), C(C)(=O)OC(C)=O (acetic anhydride), NCC=1N2C(SC1C)=CN=C2 (3-aminomethyl-2-methylimidazo[5,1-b]thiazole). Run in ClCCl (dichloromethane). Reaction conditions: time 1 hour. The product is C(=O)NCC=1N2C(SC1C)=CN=C2 (3-(formylamino)methyl-2-methylimidazo[5,1-b]thiazole). As a reaction SMILES: [CH:1]([OH:3])=O.C(OC(=O)C)(=O)C.[NH2:11][CH2:12][C:13]1[N:14]2[CH:21]=[N:20][CH:19]=[C:15]2[S:16][C:17]=1[CH3:18].C(=O)([O-])[O-].[K+].[K+]>ClCCl>[CH:1]([NH:11][CH2:12][C:13]1[N:14]2[CH:21]=[N:20][CH:19]=[C:15]2[S:16][C:17]=1[CH3:18])=[O:3] |f:3.4.5|. Procedure details: A mixture of 0.94 ml of formic acid and 0.47 ml of acetic anhydride which had been beforehand reacted with each other at 50° C. for 30 minutes was added at room temperature to 5 ml of a dry dichloromethane solution containing 167 mg of 3-aminomethyl-2-methylimidazo[5,1-b]thiazole, and the mixture was then stirred at the same temperature for 1 hour. Then, an aqueous potassium carbonate solution was added to the reaction solution to alkalify the same. The organic layer was separated, and the aqueo... Reactants: Brc1ccc2c(c1)NCC2, COc1cc2ncnc(Cl)c2cc1OC, Cl. The product is COc1cc2ncnc(N3CCc4ccc(Br)cc43)c2cc1OC, Cl. Reaction SMILES: [Br:1][c:2]1[cH:3][cH:4][c:5]2[c:9]([cH:10]1)[NH:8][CH2:7][CH2:6]2.[Cl:11][c:12]1[n:13][cH:14][n:15][c:16]2[cH:17][c:18]([O:24][CH3:25])[c:19]([O:22][CH3:23])[cH:20][c:21]12.[ClH:26]>>[Br:1][c:2]1[cH:3][cH:4][c:5]2[c:9]([cH:10]1)[N:8]([c:12]1[n:13][cH:14][n:15][c:16]3[cH:17][c:18]([O:24][CH3:25])[c:19]([O:22][CH3:23])[cH:20][c:21]13)[CH2:7][CH2:6]2.[ClH:11]. Starting materials: N(=[N+]=[N-])CC1CC(C1)C1=NC(=C2N1C=CN=C2N)C2=CC=C1C=CC(=NC1=C2)C2=CC=CC=C2 (3-[3-(Azidomethyl)cyclobutyl]-1-(2-phenylquinolin-7-yl)imidazo[1,5-a]pyrazin-8-amine). Reagents/catalysts: [Pd].CC(=O)[O-].CC(=O)[O-].[Pb+2] (Lindlar catalyst). The solvent is C(C)O (ethanol). Conditions: time 16 hour. The product is NC[C@H]1C[C@H](C1)C1=NC(=C2N1C=CN=C2N)C2=CC=C1C=CC(=NC1=C2)C2=CC=CC=C2 (cis-3-[3-(Aminomethyl)cyclobutyl]-1-(2-phenylquinolin-7-yl) imidazo[1,5-a]pyrazin-8-amine). Reaction SMILES: [N:1]([CH2:4][CH:5]1[CH2:8][CH:7]([C:9]2[N:13]3[CH:14]=[CH:15][N:16]=[C:17]([NH2:18])[C:12]3=[C:11]([C:19]3[CH:28]=[C:27]4[C:22]([CH:23]=[CH:24][C:25]([C:29]5[CH:34]=[CH:33][CH:32]=[CH:31][CH:30]=5)=[N:26]4)=[CH:21][CH:20]=3)[N:10]=2)[CH2:6]1)=[N+]=[N-]>C(O)C.[Pd].CC([O-])=O.CC([O-])=O.[Pb+2]>[NH2:1][CH2:4][C@@H:5]1[CH2:6][C@H:7]([C:9]2[N:13]3[CH:14]=[CH:15][N:16]=[C:17]([NH2:18])[C:12]3=[C:11]([C:19]3[CH:28]=[C:27]4[C:22]([CH:23]=[CH:24][C:25]([C:29]5[CH:34]=[CH:33][CH:32]=[CH:31][CH:30]=5)=[N:26]4)=[CH:21][CH:20]=3)[N:10]=2)[CH2:8]1 |f:2.3.4.5|. Procedure details: 3-[3-(Azidomethyl)cyclobutyl]-1-(2-phenylquinolin-7-yl)imidazo[1,5-a]pyrazin-8-amine (0.81 mmol, 360 mg) was dissolved in hot ethanol (15 mL) and charged with Lindlar catalyst (0.14 mmol, 362 mg). The reaction mixture was purged with N2, evacuated and filled with H2. The reaction mixture was stirred under H2 for 16 h. The suspension was filtered through celite and the solvent was removed under reduced pressure. Part of the crude material (200 mg out of 300 mg) was purified by silica gel flush ch... The reactants are c1ccc2c(c1)CCNC2, CCO, Cl, [K+], O=[N+]([O-])[O-], O=S(=O)(O)O. Product: O=[N+]([O-])c1ccc2c(c1)CNCC2. Reaction SMILES: [CH2:6]1[NH:7][CH2:8][CH2:9][c:10]2[cH:11][cH:12][cH:13][cH:14][c:15]21.[CH3:22][CH2:23][OH:24].[ClH:21].[K+:16].[O-:17][N+:18]([O-:19])=[O:20].[S:1](=[O:2])(=[O:3])([OH:4])[OH:5]>>[CH2:6]1[NH:7][CH2:8][CH2:9][c:10]2[cH:11][cH:12][c:13]([N+:18](=[O:17])[O-:19])[cH:14][c:15]21. Starting materials: C(CCC)SC1=CCCCC1 (1-n-butylthiocyclohexene), C(C)SC(=C)C (2-ethylthiopropene), C(C)S[C@@]1([C@H]([C@@H](C1)C(=O)OC)C(=O)N1C(OCC1)=O)C ((1S,2R,3R)-1-ethylthio-3-methoxycarbonyl-1-methyl-2-(oxazolidin-2-on-3-yl)carbonylcyclobutane). The product is C(C)S[C@]1([C@H]([C@@H](C1)C(=O)OC)C(=O)N1C(OCC1)=O)C ((1R,2R,3R)-1-ethylthio-3-methoxycarbonyl-1-methyl-2-(oxazolidin-2-on-3-yl)carbonylcyclobutane). Yield: 70.0%. Reaction SMILES: C(SC1CCCCC=1)CCC.C(SC(C)=C)C.[CH2:18]([S:20][C@@:21]1([CH3:37])[CH2:24][C@@H:23]([C:25]([O:27][CH3:28])=[O:26])[C@@H:22]1[C:29]([N:31]1[CH2:35][CH2:34][O:33][C:32]1=[O:36])=[O:30])[CH3:19]>>[CH2:18]([S:20][C@:21]1([CH3:37])[CH2:24][C@@H:23]([C:25]([O:27][CH3:28])=[O:26])[C@@H:22]1[C:29]([N:31]1[CH2:35][CH2:34][O:33][C:32]1=[O:36])=[O:30])[CH3:19]. Reported procedure: The procedure of Example 2-1 was repeated except that the 1-n-butylthiocyclohexene was replaced with 2-ethylthiopropene. Thus a mixture of (1S,2R,3R)-1-ethylthio-3-methoxycarbonyl-1-methyl-2-(oxazolidin-2-on-3-yl)carbonylcyclobutane and (1R,2R,3R)-1-ethylthio-3-methoxycarbonyl-1-methyl-2-(oxazolidin-2-on-3-yl)carbonylcyclobutane (72:28, 70%) was obtained. The reactants are [Al+3], COC(=O)c1ccc2ccccc2c1OC, CCOC(C)=O, [H-], [H-], [H-], [H-], [Li+], C1CCOC1. Product: COc1c(CO)ccc2ccccc12. Reaction SMILES: [Al+3:18].[CH3:1][O:2][c:3]1[c:4]([C:13](=[O:14])[O:15][CH3:16])[cH:5][cH:6][c:7]2[cH:8][cH:9][cH:10][cH:11][c:12]12.[CH3:23][CH2:24][O:25][C:26](=[O:27])[CH3:28].[H-:17].[H-:20].[H-:21].[H-:22].[Li+:19].[O:29]1[CH2:30][CH2:31][CH2:32][CH2:33]1>>[CH3:1][O:2][c:3]1[c:4]([CH2:13][OH:14])[cH:5][cH:6][c:7]2[cH:8][cH:9][cH:10][cH:11][c:12]12. Reactants: O=C([O-])[O-], COC(=O)c1ccccc1CBr, CC#N, CCCCCCCN(Cc1ccc(F)cc1F)C(=O)CCc1ccc(O)cc1, [K+], [K+]. Yields the product CCCCCCCN(Cc1ccc(F)cc1F)C(=O)CCc1ccc(OCc2ccccc2C(=O)OC)cc1. As a reaction SMILES: [C:41](=[O:42])([O-:43])[O-:44].[CH3:29][O:30][C:31]([c:32]1[c:33]([CH2:38][Br:39])[cH:34][cH:35][cH:36][cH:37]1)=[O:40].[CH3:47][C:48]#[N:49].[F:1][c:2]1[c:3]([CH2:4][N:5]([C:6]([CH2:7][CH2:8][c:9]2[cH:10][cH:11][c:12]([OH:15])[cH:13][cH:14]2)=[O:16])[CH2:17][CH2:18][CH2:19][CH2:20][CH2:21][CH2:22][CH3:23])[cH:24][cH:25][c:26]([F:28])[cH:27]1.[K+:45].[K+:46]>>[F:1][c:2]1[c:3]([CH2:4][N:5]([C:6]([CH2:7][CH2:8][c:9]2[cH:10][cH:11][c:12]([O:15][CH2:38][c:33]3[c:32]([C:31]([O:30][CH3:29])=[O:40])[cH:37][cH:36][cH:35][cH:34]3)[cH:13][cH:14]2)=[O:16])[CH2:17][CH2:18][CH2:19][CH2:20][CH2:21][CH2:22][CH3:23])[cH:24][cH:25][c:26]([F:28])[cH:27]1.